From a dataset of the Open Reaction Database (ORD), a public repository of structured organic reaction records. describe an organic reaction: reactants, conditions, products, and yield Starting materials: ClC=1C=C(C=CC1Cl)N1CCN(CC1)C(=O)[C@@H]1N(CCN(C1)C1CCC(CC1)(C1=NC=CC=C1)O)C(=O)OC(C)(C)C (tert-butyl (2R)-2-{[4-(3,4-dichlorophenyl)piperazin-1-yl]carbonyl}-4-(4-hydroxy-4-pyridin-2-ylcyclohexyl)piperazine-1-carboxylate), FC(C(=O)O)(F)F (Trifluoroacetic acid). Solvent: ClCCl (dichloromethane). Reaction conditions: time 2 hour. The product is ClC=1C=C(C=CC1Cl)N1CCN(CC1)C(=O)[C@H]1CN(CCN1)C1CCC(CC1)(O)C1=NC=CC=C1 (4-((3R)-3-{[4-(3,4-dichlorophenyl)piperazin-1-yl]carbonyl}piperazin-1-yl)-1-pyridin-2-ylcyclohexanol). RXN SMILES: [Cl:1][C:2]1[CH:3]=[C:4]([N:9]2[CH2:14][CH2:13][N:12]([C:15]([C@H:17]3[CH2:22][N:21]([CH:23]4[CH2:28][CH2:27][C:26]([OH:35])([C:29]5[CH:34]=[CH:33][CH:32]=[CH:31][N:30]=5)[CH2:25][CH2:24]4)[CH2:20][CH2:19][N:18]3C(OC(C)(C)C)=O)=[O:16])[CH2:11][CH2:10]2)[CH:5]=[CH:6][C:7]=1[Cl:8].FC(F)(F)C(O)=O>ClCCl>[Cl:1][C:2]1[CH:3]=[C:4]([N:9]2[CH2:10][CH2:11][N:12]([C:15]([C@@H:17]3[NH:18][CH2:19][CH2:20][N:21]([CH:23]4[CH2:28][CH2:27][C:26]([C:29]5[CH:34]=[CH:33][CH:32]=[CH:31][N:30]=5)([OH:35])[CH2:25][CH2:24]4)[CH2:22]3)=[O:16])[CH2:13][CH2:14]2)[CH:5]=[CH:6][C:7]=1[Cl:8]. Procedure: The faster running isomer of tert-butyl (2R)-2-{[4-(3,4-dichlorophenyl)piperazin-1-yl]carbonyl}-4-(4-hydroxy-4-pyridin-2-ylcyclohexyl)piperazine-1-carboxylate (45 mg) was dissolved in dichloromethane (6 ml). Trifluoroacetic acid (1 ml) was added and the solution stirred at room temperature for 2 hours and allowed to stand over the weekend. The mixture was partitioned between saturated aqueous sodium bicarbonate (10 ml) and dichloromethane (2×100 ml) and combined organics were concentrated in vac... The reactants are BrC=1C=CC2=C(OCCC3=C2SC(=C3)C(=O)N(C)C3=C(C=CC(=C3)C(N(C)CCO)=O)Cl)C1 (8-bromo-N-(2-chloro-5-((2-hydroxyethyl)(methyl)carbamoyl)phenyl)-N-methyl-4,5-dihydrobenzo[b]thieno[2,3-d]oxepine-2-carboxamide), CC1(C2=C(C(=CC=C2)P(C3=CC=CC=C3)C4=CC=CC=C4)OC5=C(C=CC=C51)P(C6=CC=CC=C6)C7=CC=CC=C7)C (Xantphos), CS(=O)(=O)CCN.Cl (MeSO2CH2CH2NH2.HCl), C(=O)([O-])[O-].[Na+].[Na+] (Na2CO3). Reagents/catalysts: CC(=O)[O-].CC(=O)[O-].[Pd+2] (Pd(OAc)2). Run in C1(=CC=CC=C1)C (toluene). Run at temperature 80 celsius. The product is ClC1=C(C=C(C=C1)C(N(C)CCO)=O)N(C(=O)C1=CC2=C(C3=C(OCC2)C=C(C=C3)C(=O)NCCS(=O)(=O)C)S1)C (N2-(2-chloro-5-((2-hydroxyethyl)(methyl)carbamoyl)phenyl)-N2-methyl-N8-(2-(methylsulfonyl)ethyl)-4,5-dihydrobenzo[b]thieno[2,3-d]oxepine-2,8-dicarboxamide). Yield: 120.7%. As a reaction SMILES: Br[C:2]1[CH:3]=[CH:4][C:5]2[C:11]3[S:12][C:13]([C:15]([N:17]([C:19]4[CH:24]=[C:23]([C:25](=[O:31])[N:26]([CH2:28][CH2:29][OH:30])[CH3:27])[CH:22]=[CH:21][C:20]=4[Cl:32])[CH3:18])=[O:16])=[CH:14][C:10]=3[CH2:9][CH2:8][O:7][C:6]=2[CH:33]=1.CC1(C)C2C(=C(P(C3C=CC=CC=3)C3C=CC=CC=3)C=CC=2)[O:55][C:37]2C(P(C3C=CC=CC=3)C3C=CC=CC=3)=CC=CC1=2.[CH3:76][S:77]([CH2:80][CH2:81][NH2:82])(=[O:79])=[O:78].Cl.C([O-])([O-])=O.[Na+].[Na+]>C1(C)C=CC=CC=1.CC([O-])=O.CC([O-])=O.[Pd+2]>[Cl:32][C:20]1[CH:21]=[CH:22][C:23]([C:25](=[O:31])[N:26]([CH2:28][CH2:29][OH:30])[CH3:27])=[CH:24][C:19]=1[N:17]([CH3:18])[C:15]([C:13]1[S:12][C:11]2[C:5]3[CH:4]=[CH:3][C:2]([C:37]([NH:82][CH2:81][CH2:80][S:77]([CH3:76])(=[O:79])=[O:78])=[O:55])=[CH:33][C:6]=3[O:7][CH2:8][CH2:9][C:10]=2[CH:14]=1)=[O:16] |f:2.3,4.5.6,8.9.10|. Procedure details: A suspension of 8-bromo-N-(2-chloro-5-((2-hydroxyethyl)(methyl)carbamoyl)phenyl)-N-methyl-4,5-dihydrobenzo[b]thieno[2,3-d]oxepine-2-carboxamide (400 mg, 0.76 mmol), Pd(OAc)2 (10 mg, 0.045 mmol), Xantphos (44 mg, 0.076 mmol), MeSO2CH2CH2NH2.HCl (181 mg, 1.14 mmol) and Na2CO3 (242 mg, 2.28 mmol) in toluene (5 mL) was heated at 80° C. under atmosphere of CO from balloon overnight. Then it was filtrated and concentrated, the crude product was purified by column (EtOAc: MeOH=10:1) to afford 386 (56.9... Starting materials: O1CCCC1 (tetrahydrofuran), FC1=C(C=CC(=C1)F)C(CN1N=CN=C1)(C(C(C(F)(F)F)(F)F)=O)O (2-(2,4-Difluorophenyl)-2-hydroxy-4,4,5,5,5-pentafluoro-1-(1H-1,2,4-triazol-1-yl)pentan-3-one), C[Mg]Br (methylmagnesium bromide), solution, [Cl-].[NH4+] (ammonium chloride). Run in CCOCC (ether), C(C)(=O)OCC (ethyl acetate), [Na] (sodium). Product: FC1=C(C=CC(=C1)F)C(CN1N=CN=C1)(C(C(C(F)(F)F)(F)F)(O)C)O (2-(2,4-difluorophenyl)-3-methyl-4,4,5,5,5-pentafluoro-1-(1H-1,2,4-triazol-1-yl)pentane-2,3-diol). RXN SMILES: [F:1][C:2]1[CH:7]=[C:6]([F:8])[CH:5]=[CH:4][C:3]=1[C:9]([OH:25])([C:16](=[O:24])[C:17]([F:23])([F:22])[C:18]([F:21])([F:20])[F:19])[CH2:10][N:11]1[CH:15]=[N:14][CH:13]=[N:12]1.[CH3:26][Mg]Br.O1CCCC1.[Cl-].[NH4+]>[Na].CCOCC.C(OCC)(=O)C>[F:1][C:2]1[CH:7]=[C:6]([F:8])[CH:5]=[CH:4][C:3]=1[C:9]([OH:25])([C:16]([CH3:26])([OH:24])[C:17]([F:22])([F:23])[C:18]([F:19])([F:21])[F:20])[CH2:10][N:11]1[CH:15]=[N:14][CH:13]=[N:12]1 |f:3.4,^1:35|. Reported procedure: 2-(2,4-Difluorophenyl)-2-hydroxy-4,4,5,5,5-pentafluoro-1-(1H-1,2,4-triazol-1-yl)pentan-3-one (0.5 g; 0.00135 moles) was dissolved in sodium-dried diethyl ether (50 cm3) and methylmagnesium bromide (1.35 cm3 of a 3M solution in ether; 0.00405 moles) was added. Dry tetrahydrofuran (15 cm3) was then added. The mixture was heated at reflux for 2 hours, cooled and 5% aqueous ammonium chloride (50 cm3) was added, followed by ethyl acetate (100 cm3). The phases were separated and the organic phase was ... Starting materials: C1CCOC1, COC(=O)c1ccc(Nc2ncc(Br)n3ncnc23)cc1, CO, [Li+], [OH-], O, O. Product: O=C(O)c1ccc(Nc2ncc(Br)n3ncnc23)cc1. Reaction SMILES: [CH2:27]1[O:28][CH2:29][CH2:30][CH2:31]1.[CH3:1][O:2][C:3]([c:4]1[cH:5][cH:6][c:7]([NH:10][c:11]2[c:12]3[n:13]([c:14]([Br:17])[cH:15][n:16]2)[n:18][cH:19][n:20]3)[cH:8][cH:9]1)=[O:21].[CH3:25][OH:26].[Li+:24].[OH-:23].[OH2:22].[OH2:32]>>[O:2]=[C:3]([c:4]1[cH:5][cH:6][c:7]([NH:10][c:11]2[c:12]3[n:13]([c:14]([Br:17])[cH:15][n:16]2)[n:18][cH:19][n:20]3)[cH:8][cH:9]1)[OH:21].